From a dataset of the Open Reaction Database (ORD), a public repository of structured organic reaction records. describe an organic reaction: reactants, conditions, products, and yield The reactants are BrC1=CC=C(C(=C1)COC1=CC(=CC=C1)C(C)C)C(=O)[O-] (5-bromo-α-(3-isopropylphenoxy)-o-toluate), [OH-].[Na+] (sodium hydroxide), O (water). The solvent is CO (methanol). Reaction conditions: time 8 hour. Yields the product BrC1=CC=C(C(=C1)COC1=CC(=CC=C1)C(C)C)C(=O)O (5-Bromo-α-(3-isopropylphenoxy)-o-toluic Acid). RXN SMILES: [Br:1][C:2]1[CH:7]=[C:6]([CH2:8][O:9][C:10]2[CH:15]=[CH:14][CH:13]=[C:12]([CH:16]([CH3:18])[CH3:17])[CH:11]=2)[C:5]([C:19]([O-:21])=[O:20])=[CH:4][CH:3]=1.[OH-].[Na+].O>CO>[Br:1][C:2]1[CH:7]=[C:6]([CH2:8][O:9][C:10]2[CH:15]=[CH:14][CH:13]=[C:12]([CH:16]([CH3:18])[CH3:17])[CH:11]=2)[C:5]([C:19]([OH:21])=[O:20])=[CH:4][CH:3]=1 |f:1.2|. Procedure details: Add 23.79 gm. (0.0655 mole) of 5-bromo-α-(3-isopropylphenoxy)-o-toluate to a solution of 5.24 gm. (0.1310 mole) of sodium hydroxide in 35 ml. of water and 315 ml. of methanol. Heat at reflux for 3 hours. Remove the methanol under vacuum and dilute the residual solution with 300 ml. of water. Extract with ether. Separate the aqueous layer and acidify with concentrated hydrochloric acid to the Congo Red end point. Extract the resulting oil into ether, wash with water and dry over magnesium sulfate... Starting materials: Clc1cc(Br)c2cn[nH]c2c1, CC(=O)[O-], CC(=O)[O-], ClCCl, [Cu+2], OB(O)c1ccc(OCc2ccccc2)c(F)c1, c1ccncc1. Yields the product Fc1cc(-n2ncc3c(Br)cc(Cl)cc32)ccc1OCc1ccccc1. RXN SMILES: [Br:1][c:2]1[c:3]2[cH:4][n:5][nH:6][c:7]2[cH:8][c:9]([Cl:11])[cH:10]1.[C:39]([O-:40])(=[O:41])[CH3:42].[C:44]([O-:45])(=[O:46])[CH3:47].[Cl:36][CH2:37][Cl:38].[Cu+2:43].[F:12][c:13]1[cH:14][c:15]([B:27]([OH:28])[OH:29])[cH:16][cH:17][c:18]1[O:19][CH2:20][c:21]1[cH:22][cH:23][cH:24][cH:25][cH:26]1.[cH:30]1[cH:31][cH:32][n:33][cH:34][cH:35]1>>[Br:1][c:2]1[c:3]2[cH:4][n:5][n:6](-[c:15]3[cH:14][c:13]([F:12])[c:18]([O:19][CH2:20][c:21]4[cH:22][cH:23][cH:24][cH:25][cH:26]4)[cH:17][cH:16]3)[c:7]2[cH:8][c:9]([Cl:11])[cH:10]1. Reactants: FC(C1=C(C=CC=C1)[Mg]Br)(F)F (2-(trifluoromethyl)phenylmagnesium bromide), FC1=CC=C(C=O)C=C1 (4-fluorobenzaldehyde), FC(C1=C(C(C2=CC=CC=C2)O)C=CC(=C1)Cl)(F)F (2-(trifluoromethyl)-4-chlorobenzhydrol). Reaction SMILES: [F:1][C:2]([F:12])([F:11])[C:3]1[CH:8]=[CH:7][CH:6]=[CH:5][C:4]=1[Mg]Br.[F:13][C:14]1[CH:21]=[CH:20][C:17]([CH:18]=[O:19])=[CH:16][CH:15]=1.FC(F)(F)C1C=C(Cl)C=CC=1C(O)C1C=CC=CC=1>>[F:1][C:2]([F:12])([F:11])[C:3]1[CH:8]=[CH:7][CH:6]=[CH:5][C:4]=1[CH:18]([OH:19])[C:17]1[CH:20]=[CH:21][C:14]([F:13])=[CH:15][CH:16]=1. Reported procedure: This material was prepared from 2-(trifluoromethyl)phenylmagnesium bromide (16 mmol) and 4-fluorobenzaldehyde (1.64 mL, 15 mmol) using the procedure described for compound (96) (4.27 g, 100%). Product: FC(C1=C(C(C2=CC=C(C=C2)F)O)C=CC=C1)(F)F (2-(trifluoromethyl)-4′-fluorobenzhydrol). The reactants are C(Cl)Cl (CH2Cl2), CS(=O)(=O)C(C)(C)C=1C=C2C=CC=NC2=C(C1)C=1C=C(C=CC1)C(C)N(C(C1=CC=CC=C1)=O)C1=CC=C(C=C1)S(=O)(=O)C (N-(1-{3-[6-(1-Methanesulfonyl-1-methyl-ethyl)-quinolin-8-yl]-phenyl}-ethyl)-N-(4-methanesulfonyl-phenyl)-benzamide), C(C)(C)N=C=O (iso-propyl isocyanate). Run in CCOC(=O)C (EtOAc). Product: C(C)(C)NC(N(C1=CC=C(C=C1)S(=O)(=O)C)C(C)C1=CC(=CC=C1)C=1C=C(C=C2C=CC=NC12)C(C)(C)S(=O)(=O)C)=O (3-Isopropyl-1-(1-{3-[6-(1-methanesulfonyl-1-methyl-ethyl)-quinolin-8-yl]-phenyl}-ethyl)-1-(4-methanesulfonyl-phenyl)-urea). Reaction SMILES: [CH3:1][S:2]([C:5]([C:8]1[CH:9]=[C:10]2[C:15](=[C:16]([C:18]3[CH:19]=[C:20]([CH:24]([N:26]([C:35]4[CH:40]=[CH:39][C:38]([S:41]([CH3:44])(=[O:43])=[O:42])=[CH:37][CH:36]=4)[C:27](=[O:34])C4C=CC=CC=4)[CH3:25])[CH:21]=[CH:22][CH:23]=3)[CH:17]=1)[N:14]=[CH:13][CH:12]=[CH:11]2)([CH3:7])[CH3:6])(=[O:4])=[O:3].[CH:45]([N:48]=C=O)([CH3:47])[CH3:46].C(Cl)Cl>CCOC(C)=O>[CH:45]([NH:48][C:27](=[O:34])[N:26]([CH:24]([C:20]1[CH:21]=[CH:22][CH:23]=[C:18]([C:16]2[CH:17]=[C:8]([C:5]([S:2]([CH3:1])(=[O:3])=[O:4])([CH3:7])[CH3:6])[CH:9]=[C:10]3[C:15]=2[N:14]=[CH:13][CH:12]=[CH:11]3)[CH:19]=1)[CH3:25])[C:35]1[CH:36]=[CH:37][C:38]([S:41]([CH3:44])(=[O:43])=[O:42])=[CH:39][CH:40]=1)([CH3:47])[CH3:46]. Reported procedure: Prepared according to the procedure described in EXAMPLE 41 but using (1-{3-[6-(1-Methanesulfonyl-1-methyl-ethyl)-quinolin-8-yl]-phenyl}-ethyl)-(4-methylsulfanyl-phenyl)-amine (EXAMPLE 44, step 1) and iso-propyl isocyanate as the starting materials. Flash chromatography (CH2Cl2:EtOAc; 4:1) afforded the title compound as a foam.